From a dataset of the Open Reaction Database (ORD), a public repository of structured organic reaction records. describe an organic reaction: reactants, conditions, products, and yield The reactants are CCOC(=O)C(=O)OCC, O=C1Cc2cccc3cccc1c23, CC[O-], CCO, [Na+]. Yields the product CCOC(=O)C(=O)C1C(=O)c2cccc3cccc1c23. Reaction SMILES: [C:14]([C:15](=[O:16])[O:17][CH2:18][CH3:19])(=[O:20])[O:21][CH2:22][CH3:23].[C:1]1(=[O:13])[CH2:2][c:3]2[cH:4][cH:5][cH:6][c:7]3[cH:8][cH:9][cH:10][c:11]1[c:12]23.[CH3:25][CH2:26][O-:27].[CH3:28][CH2:29][OH:30].[Na+:24]>>[C:1]1(=[O:13])[CH:2]([C:14]([C:15](=[O:16])[O:17][CH2:18][CH3:19])=[O:20])[c:3]2[cH:4][cH:5][cH:6][c:7]3[cH:8][cH:9][cH:10][c:11]1[c:12]23. Reaction SMILES: [Br:1][C:2]1[CH:8]=[C:7]([CH2:9][CH:10]2[CH2:12][CH2:11]2)[CH:6]=[CH:5][C:3]=1[NH2:4].O[CH2:14][CH:15]([CH2:17]O)O>>[CH:10]1([CH2:9][C:7]2[CH:6]=[C:5]3[C:3](=[C:2]([Br:1])[CH:8]=2)[N:4]=[CH:17][CH:15]=[CH:14]3)[CH2:11][CH2:12]1. The product is C1(CC1)CC=1C=C2C=CC=NC2=C(C1)Br (6-(cyclopropylmethyl)-8-bromoquinoline). Procedure: 2-bromo-4-(cyclopropylmethyl)aniline and glycerol can be combined to form 6-(cyclopropylmethyl)-8-bromoquinoline, The reactants are BrC1=C(N)C=CC(=C1)CC1CC1 (2-bromo-4-(cyclopropylmethyl)aniline), OCC(O)CO (glycerol).